From a dataset of the Open Reaction Database (ORD), a public repository of structured organic reaction records. describe an organic reaction: reactants, conditions, products, and yield Starting materials: one, [H-].[Al+3].[Li+].[H-].[H-].[H-] (lithium aluminum hydride), [H-].[Na+] (Sodium hydride), CCOCC (ether), triethyl phosphonoacetate, COC1=C(C(=O)C2=C(C=CC=C2)OC)C=CC=C1 (2,2'-Dimethoxybenzophenone), S(O)(O)(=O)=O (sulfuric acid). Solvent: O1CCCC1 (tetrahydrofuran), C(OC)COC (dimethoxyethane), O1CCCC1 (tetrahydrofuran). Reaction conditions: time 30 minute. Product: COC1=C(C=CC=C1)C1(CC1)C1=C(C=CC=C1)OC (1,1-bis(2-methoxyphenyl)-cyclopropane). As a reaction SMILES: [H-].[Na+].[CH3:3][O:4][C:5]1[CH:20]=[CH:19][CH:18]=[CH:17][C:6]=1[C:7]([C:9]1[CH:14]=[CH:13][CH:12]=[CH:11][C:10]=1[O:15][CH3:16])=O.[H-].[Al+3].[Li+].[H-].[H-].[H-].S(=O)(=O)(O)O.[CH3:32][CH2:33]OCC>O1CCCC1.C(COC)OC>[CH3:3][O:4][C:5]1[CH:20]=[CH:19][CH:18]=[CH:17][C:6]=1[C:7]1([C:9]2[CH:14]=[CH:13][CH:12]=[CH:11][C:10]=2[O:15][CH3:16])[CH2:33][CH2:32]1 |f:0.1,3.4.5.6.7.8|. Procedure: Sodium hydride (4.4 g of 60 percent oil dispersion) was placed in a flask with 140 ml of dimethoxyethane. This mixture was cooled with an ice bath and 22.3 g of triethyl phosphonoacetate was added dropwise with stirring over a 30 min period. A murky yellow solution was obtained. 2,2'-Dimethoxybenzophenone (20.2 g) was added and the resulting mixture was heated at reflux with stirring for 20 hours. It was then allowed to cool to ambient temperature and was diluted with 500 ml of ether. The result... The product is S[C@H]1C[C@H](N(C1)C(=O)OCC1=CC=C(C=C1)[N+](=O)[O-])C(=O)N1CCN(CCC1)CC(N)=O ((2S,4S)-4-Mercapto-2-(4-carbamoylmethyl-1-homopiperazinylcarbonyl)-1-(4-nitrobenzyloxycarbonyl)pyrrolidine). Procedure: Following a procedure similar to that described in Preparation 8, but using 5.69 g of (2S,4S)-4-(4-methoxybenzylthio)-1-(4-nitrobenzyloxycarbonyl)-2-pyrrolidinecarboxylic acid, 2.48 g of N,N'-carbonyldiimidazole and 5.89 g of N-carbamoylmethylhomopiperazine bis(trifluoroacetate), 4.88 g of the title compound were obtained. Reactants: COC1=CC=C(CS[C@H]2C[C@H](N(C2)C(=O)OCC2=CC=C(C=C2)[N+](=O)[O-])C(=O)O)C=C1 ((2S,4S)-4-(4-methoxybenzylthio)-1-(4-nitrobenzyloxycarbonyl)-2-pyrrolidinecarboxylic acid), N,N'-carbonyldiimidazole, FC(C(=O)O)(F)F.FC(C(=O)O)(F)F.C(N)(=O)CN1CCNCCC1 (N-carbamoylmethylhomopiperazine bis(trifluoroacetate)). Yield: 82.3%. Reaction SMILES: COC1C=CC(C[S:8][C@@H:9]2[CH2:13][N:12]([C:14]([O:16][CH2:17][C:18]3[CH:23]=[CH:22][C:21]([N+:24]([O-:26])=[O:25])=[CH:20][CH:19]=3)=[O:15])[C@H:11]([C:27]([OH:29])=O)[CH2:10]2)=CC=1.FC(F)(F)C(O)=O.FC(F)(F)C(O)=O.[C:46]([CH2:49][N:50]1[CH2:56][CH2:55][CH2:54][NH:53][CH2:52][CH2:51]1)(=[O:48])[NH2:47]>>[SH:8][C@@H:9]1[CH2:13][N:12]([C:14]([O:16][CH2:17][C:18]2[CH:19]=[CH:20][C:21]([N+:24]([O-:26])=[O:25])=[CH:22][CH:23]=2)=[O:15])[C@H:11]([C:27]([N:53]2[CH2:54][CH2:55][CH2:56][N:50]([CH2:49][C:46](=[O:48])[NH2:47])[CH2:51][CH2:52]2)=[O:29])[CH2:10]1 |f:1.2.3|. The reactants are ClC1=CC2=C(C=N1)C=NN2COCC[Si](C)(C)C (2-[(6-chloropyrazolo[4,3-c]pyridin-1-yl)methoxy]ethyl-trimethyl-silane), CC1(OB(OC1(C)C)C=1C=NC=C(C1)C=C)C (3-(4,4,5,5-tetramethyl-1,3,2-dioxaborolan-2-yl)-5-vinyl-pyridine), C(C)(=O)[O-].[K+] (potassium acetate), C([O-])([O-])=O.[Na+].[Na+] (sodium carbonate). The reagents and catalysts are C1=CC=C(C=C1)P([C-]2C=CC=C2)C3=CC=CC=C3.C1=CC=C(C=C1)P([C-]2C=CC=C2)C3=CC=CC=C3.Cl[Pd]Cl.[Fe+2].ClCCl ([1,1′-bis(diphenylphosphino)ferrocene]dichloropalladium(II) dichloromethane). Solvent: C(C)#N (Acetonitrile). Conditions: temperature 150 celsius. Product: C[Si](CCOCN1N=CC=2C=NC(=CC21)C=2C=NC=C(C2)C=C)(C)C (trimethyl-[2-[[6-(5-vinyl-3-pyridyl)pyrazolo[4,3-c]pyridin-1-yl]methoxy]ethyl]silane). The yield is 143.5%. RXN SMILES: Cl[C:2]1[N:7]=[CH:6][C:5]2[CH:8]=[N:9][N:10]([CH2:11][O:12][CH2:13][CH2:14][Si:15]([CH3:18])([CH3:17])[CH3:16])[C:4]=2[CH:3]=1.CC1(C)C(C)(C)OB([C:27]2[CH:28]=[N:29][CH:30]=[C:31]([CH:33]=[CH2:34])[CH:32]=2)O1.C([O-])(=O)C.[K+].C(=O)([O-])[O-].[Na+].[Na+]>C(#N)C.C1C=CC(P(C2C=CC=CC=2)[C-]2C=CC=C2)=CC=1.C1C=CC(P(C2C=CC=CC=2)[C-]2C=CC=C2)=CC=1.Cl[Pd]Cl.[Fe+2].ClCCl>[CH3:16][Si:15]([CH3:18])([CH3:17])[CH2:14][CH2:13][O:12][CH2:11][N:10]1[C:4]2[CH:3]=[C:2]([C:27]3[CH:28]=[N:29][CH:30]=[C:31]([CH:33]=[CH2:34])[CH:32]=3)[N:7]=[CH:6][C:5]=2[CH:8]=[N:9]1 |f:2.3,4.5.6,8.9.10.11.12|. Procedure: A mixture of 2-[(6-chloropyrazolo[4,3-c]pyridin-1-yl)methoxy]ethyl-trimethyl-silane (1.074 mmol; 304.8 mg), 3-(4,4,5,5-tetramethyl-1,3,2-dioxaborolan-2-yl)-5-vinyl-pyridine (1.611 mmol; 372.3 mg), [1,1′-bis(diphenylphosphino)ferrocene]dichloropalladium(II) dichloromethane adduct (0.1074 mmol; 89.5 mg), potassium acetate (1.611 mmol; 1.6 mL) and sodium carbonate (1.611 mmol; 1.6 mL) in Acetonitrile (10 mL) in a pressure tube was heated under microwave at 150° C. for 5 min. The mixture was cooled ... The reactants are C(CCC)OC1=C(C=CC(=C1)CO)C1=C(C=CC(=C1)OC)F ((2-(Butyloxy)-2′-fluoro-5′-(methyloxy)-1,1′-biphenyl-4-yl)methanol), S(=O)(Cl)Cl (thionyl chloride). Run in C(Cl)Cl (DCM). Conditions: time 8 hour. Yields the product C(CCC)OC1=C(C=CC(=C1)CCl)C1=C(C=CC(=C1)OC)F (2-(Butyloxy)-4-(chloromethyl)-2′-fluoro-5′-(methyloxy)-1,1′-biphenyl). The yield is 85.5%. RXN SMILES: [CH2:1]([O:5][C:6]1[CH:11]=[C:10]([CH2:12]O)[CH:9]=[CH:8][C:7]=1[C:14]1[CH:19]=[C:18]([O:20][CH3:21])[CH:17]=[CH:16][C:15]=1[F:22])[CH2:2][CH2:3][CH3:4].S(Cl)([Cl:25])=O>C(Cl)Cl>[CH2:1]([O:5][C:6]1[CH:11]=[C:10]([CH2:12][Cl:25])[CH:9]=[CH:8][C:7]=1[C:14]1[CH:19]=[C:18]([O:20][CH3:21])[CH:17]=[CH:16][C:15]=1[F:22])[CH2:2][CH2:3][CH3:4]. Procedure: To a stirred solution of 5.3 (0.8800 g, 2.891 mmol) in DCM (15 mL) at 23° C. was added thionyl chloride (0.4218 mL, 5.783 mmol). The reaction mixture was then stirred overnight. The reaction was concentrated and then purified by combiflash (0 to 10% EtOAc/Hexanes) to provide 5.4 (0.7980 g, 85.50% yield). The reactants are CC(=O)CC(C)C, Fc1ccc(C(OCCCl)c2ccc(F)cc2)cc1, [I-], [Na+], [Na+], [Na+], O=C([O-])[O-], OC1CCNCC1. The product is OC1CCN(CCOC(c2ccc(F)cc2)c2ccc(F)cc2)CC1. As a reaction SMILES: [CH2:35]([C:36]([CH3:37])=[O:38])[CH:39]([CH3:40])[CH3:41].[F:1][c:2]1[cH:3][cH:4][c:5]([CH:8]([O:9][CH2:10][CH2:11][Cl:12])[c:13]2[cH:14][cH:15][c:16]([F:19])[cH:17][cH:18]2)[cH:6][cH:7]1.[I-:34].[Na+:27].[Na+:28].[Na+:33].[O-:29][C:30](=[O:31])[O-:32].[OH:20][CH:21]1[CH2:22][CH2:23][NH:24][CH2:25][CH2:26]1>>[F:1][c:2]1[cH:3][cH:4][c:5]([CH:8]([O:9][CH2:10][CH2:11][N:24]2[CH2:23][CH2:22][CH:21]([OH:20])[CH2:26][CH2:25]2)[c:13]2[cH:14][cH:15][c:16]([F:19])[cH:17][cH:18]2)[cH:6][cH:7]1. Reactants: C1(=CC=CC=C1)S (thiophenol), CC(C#N)(C)C1=CC(=C(C=C1)Br)[N+](=O)[O-] (2-methyl-2-(3-nitro-4-bromophenyl)propionitrile), C([O-])([O-])=O.[Na+].[Na+] (sodium carbonate). The solvent is C(C)O (ethanol). The product is CC(C#N)(C)C1=CC(=C(C=C1)SC1=CC=CC=C1)[N+](=O)[O-] (2-Methyl-2-(4-phenylthio-3-nitrophenyl)propionitrile). The yield is 71.4%. Reaction SMILES: [C:1]1([SH:7])[CH:6]=[CH:5][CH:4]=[CH:3][CH:2]=1.[CH3:8][C:9]([C:13]1[CH:18]=[CH:17][C:16](Br)=[C:15]([N+:20]([O-:22])=[O:21])[CH:14]=1)([CH3:12])[C:10]#[N:11].C(=O)([O-])[O-].[Na+].[Na+]>C(O)C>[CH3:8][C:9]([C:13]1[CH:18]=[CH:17][C:16]([S:7][C:1]2[CH:6]=[CH:5][CH:4]=[CH:3][CH:2]=2)=[C:15]([N+:20]([O-:22])=[O:21])[CH:14]=1)([CH3:12])[C:10]#[N:11] |f:2.3.4|. Reported procedure: A mixture of thiophenol (9.09 g 0.0826 m), 2-methyl-2-(3-nitro-4-bromophenyl)propionitrile (18.68 g, 0.0694 m), sodium carbonate (16.0 g, 0.151 m) and absolute ethanol (300 ml) was stirred and heated at reflux for 5 hours. The cooled mixture was then poured onto ice-water and the resultant yellow solid filtered off. The crude solid was slurried with water/SVM (1.1, 300 ml) and the solid filtered and mixed with water/SVM (1:1, 150 ml. The solid was crystallised from methanol to give yellow needle...